This data is from the Open Reaction Database (ORD), a public repository of structured organic reaction records. The task is: describe an organic reaction: reactants, conditions, products, and yield Reactants: CP(OC)(=O)C1=C(C=CC(=C1)OC1=C(C=C(C=C1)C(F)(F)F)Cl)[N+](=O)[O-] (methyl P-methyl-2-nitro-5-(2-chloro-4-trifluoromethylphenoxy)phenylphosphinate). The solvent is Cl (HCl). Yields the product CP(O)(=O)C1=C(C=CC(=C1)OC1=C(C=C(C=C1)C(F)(F)F)Cl)[N+](=O)[O-] (P-methyl-2-nitro-5-(2-chloro-4-trifluoromethylphenoxy)phenylphosphinic acid). Reaction SMILES: [CH3:1][P:2]([C:6]1[CH:11]=[C:10]([O:12][C:13]2[CH:18]=[CH:17][C:16]([C:19]([F:22])([F:21])[F:20])=[CH:15][C:14]=2[Cl:23])[CH:9]=[CH:8][C:7]=1[N+:24]([O-:26])=[O:25])(=[O:5])[O:3]C>Cl>[CH3:1][P:2]([C:6]1[CH:11]=[C:10]([O:12][C:13]2[CH:18]=[CH:17][C:16]([C:19]([F:21])([F:20])[F:22])=[CH:15][C:14]=2[Cl:23])[CH:9]=[CH:8][C:7]=1[N+:24]([O-:26])=[O:25])(=[O:3])[OH:5]. Reported procedure: A solution of 1 g of methyl P-methyl-2-nitro-5-(2-chloro-4-trifluoromethylphenoxy)phenylphosphinate in 10 ml of 6N HCl is refluxed for 16 hours. After cooling, the solid product is collected by filtration and dried, yielding P-methyl-2-nitro-5-(2-chloro-4-trifluoromethylphenoxy)phenylphosphinic acid. The reactants are COC(C1=C(C(=CC=C1)Cl)C)=O (3-chloro-2-methylbenzoic acid methyl ester), BrN1C(CCC1=O)=O (N-bromosuccinimide), C(C1=CC=CC=C1)(=O)OOC(C1=CC=CC=C1)=O (benzoyl peroxide), 300W, halogen. Run in C(Cl)(Cl)(Cl)Cl (carbon tetrachloride). Reaction conditions: time 16 hour. The product is COC(C1=C(C(=CC=C1)Cl)CBr)=O (2-bromomethyl-3-chlorobenzoic acid methyl ester). RXN SMILES: [CH3:1][O:2][C:3](=[O:12])[C:4]1[CH:9]=[CH:8][CH:7]=[C:6]([Cl:10])[C:5]=1[CH3:11].[Br:13]N1C(=O)CCC1=O.C(OOC(=O)C1C=CC=CC=1)(=O)C1C=CC=CC=1>C(Cl)(Cl)(Cl)Cl>[CH3:1][O:2][C:3](=[O:12])[C:4]1[CH:9]=[CH:8][CH:7]=[C:6]([Cl:10])[C:5]=1[CH2:11][Br:13]. Reported procedure: To a suspension of 3-chloro-2-methylbenzoic acid methyl ester (5.62 g, 30.4 mmol), and N-bromosuccinimide (5.94 g, 33.4 mmol) in carbon tetrachloride (200 mL) was added benzoyl peroxide (800 mg, 3.30 mmol). The resulting suspension was immersed in an oil bath held at 85° C., and illuminated with a 300W halogen worklight. After stirring for 16 hours with heat and illumination the reaction mixture was allowed to cool to ambient temperature, filtered to remove the insoluble succinimide, and concent... Starting materials: C1COCCO1, CCN(C(C)C)C(C)C, Cc1nnc2cc(-c3ccccc3)c3ccc(I)cc3n12, O=C(C=Cc1ccccc1)C=Cc1ccccc1, O=C(C=Cc1ccccc1)C=Cc1ccccc1, O=C(C=Cc1ccccc1)C=Cc1ccccc1, [Pd], [Pd], OC1(c2cccc(S)c2)CCOCC1, CC1(C)c2cccc(P(c3ccccc3)c3ccccc3)c2Oc2c(P(c3ccccc3)c3ccccc3)cccc21. Yields the product Cc1nnc2cc(-c3ccccc3)c3ccc(Sc4cccc(C5(O)CCOCC5)c4)cc3n12. RXN SMILES: [CH2:87]1[O:88][CH2:89][CH2:90][O:91][CH2:92]1.[CH:36]([N:37]([CH2:38][CH3:39])[CH:40]([CH3:41])[CH3:42])([CH3:43])[CH3:44].[I:1][c:2]1[cH:3][cH:4][c:5]2[c:6](-[c:16]3[cH:17][cH:18][cH:19][cH:20][cH:21]3)[cH:7][c:8]3[n:9]([c:10]2[cH:11]1)[c:12]([CH3:15])[n:13][n:14]3.[O:113]=[C:114]([CH:115]=[CH:116][c:117]1[cH:118][cH:119][cH:120][cH:121][cH:122]1)[CH:123]=[CH:124][c:125]1[cH:126][cH:127][cH:128][cH:129][cH:130]1.[O:131]=[C:132]([CH:133]=[CH:134][c:135]1[cH:136][cH:137][cH:138][cH:139][cH:140]1)[CH:141]=[CH:142][c:143]1[cH:144][cH:145][cH:146][cH:147][cH:148]1.[O:95]=[C:96]([CH:97]=[CH:98][c:99]1[cH:100][cH:101][cH:102][cH:103][cH:104]1)[CH:105]=[CH:106][c:107]1[cH:108][cH:109][cH:110][cH:111][cH:112]1.[Pd:93].[Pd:94].[SH:22][c:23]1[cH:24][c:25]([C:29]2([OH:35])[CH2:30][CH2:31][O:32][CH2:33][CH2:34]2)[cH:26][cH:27][cH:28]1.[c:45]1([P:46]([c:47]2[cH:48][cH:49][cH:50][cH:51][cH:52]2)[c:53]2[c:54]3[c:78]([cH:79][cH:80][cH:81]2)[C:75]([CH3:76])([CH3:77])[c:57]2[c:56]([c:61]([P:62]([c:63]4[cH:64][cH:65][cH:66][cH:67][cH:68]4)[c:69]4[cH:70][cH:71][cH:72][cH:73][cH:74]4)[cH:60][cH:59][cH:58]2)[O:55]3)[cH:82][cH:83][cH:84][cH:85][cH:86]1>>[c:2]1([S:22][c:23]2[cH:24][c:25]([C:29]3([OH:35])[CH2:30][CH2:31][O:32][CH2:33][CH2:34]3)[cH:26][cH:27][cH:28]2)[cH:3][cH:4][c:5]2[c:6](-[c:16]3[cH:17][cH:18][cH:19][cH:20][cH:21]3)[cH:7][c:8]3[n:9]([c:10]2[cH:11]1)[c:12]([CH3:15])[n:13][n:14]3. Starting materials: ClCC(=O)OC1=CC=C(C=C1)\C(=C(\CC)/C1=CC=CC=C1)\C1=CC=C(C=C1)/C=C/C(=O)O ((2E)-3-[4-((1Z)-1-{4-[(chloroacetyl)oxy]phenyl}-2-phenylbut-1-enyl)phenyl]prop-2-enoic acid), CN1CCNCC1 (N-methylpiperazine). RXN SMILES: Cl[CH2:2][C:3]([O:5][C:6]1[CH:11]=[CH:10][C:9](/[C:12](/[C:22]2[CH:27]=[CH:26][C:25](/[CH:28]=[CH:29]/[C:30]([OH:32])=[O:31])=[CH:24][CH:23]=2)=[C:13](\[C:16]2[CH:21]=[CH:20][CH:19]=[CH:18][CH:17]=2)/[CH2:14][CH3:15])=[CH:8][CH:7]=1)=[O:4].[CH3:33][N:34]1[CH2:39][CH2:38][NH:37][CH2:36][CH2:35]1>>[CH3:33][N:34]1[CH2:39][CH2:38][N:37]([CH2:2][C:3]([O:5][C:6]2[CH:11]=[CH:10][C:9](/[C:12](/[C:22]3[CH:27]=[CH:26][C:25](/[CH:28]=[CH:29]/[C:30]([OH:32])=[O:31])=[CH:24][CH:23]=3)=[C:13](\[C:16]3[CH:21]=[CH:20][CH:19]=[CH:18][CH:17]=3)/[CH2:14][CH3:15])=[CH:8][CH:7]=2)=[O:4])[CH2:36][CH2:35]1. Product: CN1CCN(CC1)CC(=O)OC1=CC=C(C=C1)\C(=C(\CC)/C1=CC=CC=C1)\C1=CC=C(C=C1)/C=C/C(=O)O ((2E)-3-{4-[(1Z)-1-(4-{[(4-methylpiperazin-1-yl)acetyl]oxy}phenyl)-2-phenylbut-1-enyl]phenyl}prop-2-enoic acid). Reported procedure: Treatment of compound 32 with N-methylpiperazine as described in Example 19 (Step 2) afforded the title compound, 34, as an off-white solid. 1HNMR (400 MHz, DMSO-d6): δ 0.85 (t, 3H), 2.11 (s, 3H), 2.27 (br, 4H), 2.39 (q, 2H), 2.50 (br, 4H), 3.38 (s, 2H), 6.49 (d, J=16 Hz, 1H), 6.79 (d, J=8.6 Hz, 2H), 6.85 (d, J=8.6 Hz, 2H), 7.09-7.19 (m, 5H), 7.23 (d, J=8.1 Hz, 2H), 7.49 (d, J=16 Hz, 1H), 7.65 (d, J=8 Hz, 2H), 12.36 (br, 1H); MS m/z 511 (M+H)+. Reactants: O=C(CCCC(=O)OCC)C1=CN(C2=CC=CC=C12)C=1C=NC=CC1 (3-(1-oxo-4-ethoxycarbonylbutyl)-N-(3-pyridyl)-indole), C(C)(=O)O (acetic acid). Run in O1CCCC1 (tetrahydrofuran). The product is C(C)OC(=O)CCCCC1=CN(C2=CC=CC=C12)C=1C=NC=CC1 (3-(4-ethoxycarbonylbutyl)-N-(3-pyridyl)-indole). RXN SMILES: O=[C:2]([C:11]1[C:19]2[C:14](=[CH:15][CH:16]=[CH:17][CH:18]=2)[N:13]([C:20]2[CH:21]=[N:22][CH:23]=[CH:24][CH:25]=2)[CH:12]=1)[CH2:3][CH2:4][CH2:5][C:6]([O:8][CH2:9][CH3:10])=[O:7].C(O)(=O)C>O1CCCC1>[CH2:9]([O:8][C:6]([CH2:5][CH2:4][CH2:3][CH2:2][C:11]1[C:19]2[C:14](=[CH:15][CH:16]=[CH:17][CH:18]=2)[N:13]([C:20]2[CH:21]=[N:22][CH:23]=[CH:24][CH:25]=2)[CH:12]=1)=[O:7])[CH3:10]. Procedure: To a solution of 0.5 g of 3-(1-oxo-4-ethoxycarbonylbutyl)-N-(3-pyridyl)-indole in 25 ml of tetrahydrofuran is added 0.6 g of borane-tert-butylamine complex and 0.6 ml of glacial acetic acid. The reaction mixture is heated at 90° and monitored by high pressure liquid chromatography. When complete, the reaction mixture is evaporated under reduced pressure, water and methylene chloride are added, the pH is adjusted to 7-8 with sodium carbonate solution, the organic layer is separated, washed with w... Starting materials: N,N-dicyclohexylcarbodiimide, C(\C=C\CCC)(=O)O ((E)-hex-2-enoic acid), O[C@@H]1CC[C@H](CC1)C1=CC=C(C=C1)C12CCC(CC1)(CC2)CCCCC (1-[4-(trans-4-hydroxycyclohexyl) phenyl]-4-pentylbicyclo[2.2.2]octane). Reagents/catalysts: CN(C1=CC=NC=C1)C (4-(dimethylamino) pyridine). The solvent is ClCCl (dichloromethane), ClCCl (dichloromethane). Run at temperature 0 celsius, time 8 hour. Yields the product C(\C=C\CCC)(=O)O[C@@H]1CC[C@H](CC1)C1=CC=C(C=C1)C12CCC(CC1)(CC2)CCCCC (trans-4-[4-(4-pentylbicyclo[2.2.2]octyl)phenyl]cyclohexyl (E)-hex-2-enoate). The yield is 64.1%. As a reaction SMILES: [C:1]([OH:8])(=[O:7])/[CH:2]=[CH:3]/[CH2:4][CH2:5][CH3:6].O[C@H:10]1[CH2:15][CH2:14][C@H:13]([C:16]2[CH:21]=[CH:20][C:19]([C:22]34[CH2:29][CH2:28][C:25]([CH2:30][CH2:31][CH2:32][CH2:33][CH3:34])([CH2:26][CH2:27]3)[CH2:24][CH2:23]4)=[CH:18][CH:17]=2)[CH2:12][CH2:11]1>ClCCl.CN(C)C1C=CN=CC=1>[C:1]([O:8][C@H:10]1[CH2:15][CH2:14][C@H:13]([C:16]2[CH:17]=[CH:18][C:19]([C:22]34[CH2:27][CH2:26][C:25]([CH2:30][CH2:31][CH2:32][CH2:33][CH3:34])([CH2:24][CH2:23]3)[CH2:28][CH2:29]4)=[CH:20][CH:21]=2)[CH2:12][CH2:11]1)(=[O:7])/[CH:2]=[CH:3]/[CH2:4][CH2:5][CH3:6]. Reported procedure: A solution of N,N-dicyclohexylcarbodiimide (0.22 g, 1.1 mmol) in dichloromethane (10 cm3) is added to a solution of (E)-hex-2-enoic acid (0.10 g, 0.9 mmol), 1-[4-(trans-4-hydroxycyclohexyl) phenyl]-4-pentylbicyclo[2.2.2]octane (0.32 g, 0.9 mmol), 4-(dimethylamino) pyridine (0.04 g) in dichloromethane (20 cm3), cooled in an ice bath (0° C.) under an atmosphere of nitrogen. The reaction mixture is stirred overnight, filtered to remove precipitated material and the filtrate is evaporated down under... The reactants are CN(CC#CCCCN)C (6-dimethylaminohex-4-ynylamine), COC1=NS(N=C1OC)(=O)=O (3,4-dimethoxy-1,2,5-thiadiazole-1,1-dioxide), C(C#C)N (propargylamine). Yields the product C(C#C)NC1=NS(N=C1NCCCC#CCN(C)C)(=O)=O (3-Propargylamino-4-[6-dimethylaminohex-4-ynylamino]-1,2,5-thiadiazole-1,1-dioxide). As a reaction SMILES: [CH3:1][N:2]([CH3:10])[CH2:3][C:4]#[C:5][CH2:6][CH2:7][CH2:8][NH2:9].CO[C:13]1[C:17](OC)=[N:16][S:15](=[O:21])(=[O:20])[N:14]=1.[CH2:22]([NH2:25])[C:23]#[CH:24]>>[CH2:22]([NH:25][C:13]1[C:17]([NH:9][CH2:8][CH2:7][CH2:6][C:5]#[C:4][CH2:3][N:2]([CH3:10])[CH3:1])=[N:16][S:15](=[O:21])(=[O:20])[N:14]=1)[C:23]#[CH:24]. Procedure: In a manner similar to Example 1, reaction of 6-dimethylaminohex-4-ynylamine and 3,4-dimethoxy-1,2,5-thiadiazole-1,1-dioxide followed by treatment with propargylamine gives the title compound. Reactants: N1C=CC=2C1=NC=CC2 (pyrrolo[2,3-b]pyridine), CC(C)([O-])C.[K+] (potassium tert-butoxide), NCl (NH2Cl). The solvent is CN(C)C=O (DMF), CCOCC (ether). Conditions: time 2 hour. The product is N1(C=CC=2C1=NC=CC2)N (pyrrolo[2,3-b]pyridin-1-ylamine). Yield: 31.0%. Reaction SMILES: [NH:1]1[C:5]2=[N:6][CH:7]=[CH:8][CH:9]=[C:4]2[CH:3]=[CH:2]1.CC(C)([O-])C.[K+].[NH2:16]Cl>CN(C=O)C.CCOCC>[N:1]1([NH2:16])[C:5]2=[N:6][CH:7]=[CH:8][CH:9]=[C:4]2[CH:3]=[CH:2]1 |f:1.2|. Procedure details: A solution of pyrrolo[2,3-b]pyridine (16.9 mmol) and potassium tert-butoxide (33.8 mmol) in DMF (76 mL) is stirred at rt under N2 for 2 h. 0.15 M NH2Cl in ether (169.2 mL) is added drop-wise at rt and the reaction mixture is stirred at rt for 2 h. The reaction mixture is quenched with 5% Na2S2O3 aqueous solution (100 mL), and extracted with ether for three times. The combined organic layer is washed with brine (20 mL), dried (Na2SO4), filtered and concentrated in vacuo. The residue is purified b...